From a dataset of the Open Reaction Database (ORD), a public repository of structured organic reaction records. describe an organic reaction: reactants, conditions, products, and yield Starting materials: C(C)(=O)O[C@H]1[C@H](OC(C)=O)[C@H](OC(C)=O)[C@H](O1)COC(C)=O (1,2,3,5-tetra-O-acetyl-β-D-ribofuranose), [Si](C)(C)(C)OS(=O)(=O)C(F)(F)F (TMSOTf), ClC=1NC2=C(N1)C=C(C=C2Cl)Cl (2,4,6-trichlorobenzimidazole). Isolated yield 71.3%. Procedure: To a suspension of 1.362 g (6.15 mmol) of 2,4,6-trichlorobenzimidazole in 31 mL of MeCN, was added 1.52 mL (6.15 mmol) of BSA. The reaction mixture was stirred at 80° C. for 15 min to give a clear solution. This solution was treated with 2.153 g (6.675 mmol) of 1,2,3,5-tetra-O-acetyl-β-D-ribofuranose and 1.426 mL (7.380 mmol) of TMSOTf at 80° C. for 1 h. The reaction mixture was cooled and diluted with EtOAc (150 mL). The EtOAc solution was washed with sat. NaHCO3 solution (150 mL×2), sat. NaCl ... The solvent is CCOC(=O)C (EtOAc), CC#N (MeCN). The product is C(C)(=O)O[C@H]1[C@@H](O[C@@H]([C@H]1OC(C)=O)COC(C)=O)N1C(=NC2=C1C=C(C=C2Cl)Cl)Cl (1-(2,3,5-Tri-O-acetyl-β-D-ribofuranosyl)-2,4,6-trichlorobenzimidazole). Run at temperature 80 celsius, time 15 minute. RXN SMILES: [Cl:1][C:2]1[NH:3][C:4]2[C:10]([Cl:11])=[CH:9][C:8]([Cl:12])=[CH:7][C:5]=2[N:6]=1.C(O[C@@H:17]1[O:29][C@H:28]([CH2:30][O:31][C:32](=[O:34])[CH3:33])[C@@H:23]([O:24][C:25](=[O:27])[CH3:26])[C@H:18]1[O:19][C:20](=[O:22])[CH3:21])(=O)C.[Si](OS(C(F)(F)F)(=O)=O)(C)(C)C>CC#N.CCOC(C)=O>[C:20]([O:19][C@@H:18]1[C@H:23]([O:24][C:25](=[O:27])[CH3:26])[C@@H:28]([CH2:30][O:31][C:32](=[O:34])[CH3:33])[O:29][C@H:17]1[N:6]1[C:5]2[CH:7]=[C:8]([Cl:12])[CH:9]=[C:10]([Cl:11])[C:4]=2[N:3]=[C:2]1[Cl:1])(=[O:22])[CH3:21]. Reactants: OCCCCCCCCOC1=CC=C(C=C1)CC#N ({4-[(8-hydroxyoctyl)oxy]phenyl}acetonitrile), COC=1C=C(C=O)C=C(C1)OC (3,5-dimethoxybenzaldehyde). Product: COC=1C=C(C=C(C1)OC)\C=C(/C#N)\C1=CC=C(C=C1)OCCCCCCCCO ((2Z)-3-(3,5-dimethoxyphenyl)-2-{4-[(8-hydroxyoctyl)oxy]phenyl}prop-2-enenitrile). The yield is 68.0%. As a reaction SMILES: [OH:1][CH2:2][CH2:3][CH2:4][CH2:5][CH2:6][CH2:7][CH2:8][CH2:9][O:10][C:11]1[CH:16]=[CH:15][C:14]([CH2:17][C:18]#[N:19])=[CH:13][CH:12]=1.[CH3:20][O:21][C:22]1[CH:23]=[C:24]([CH:27]=[C:28]([O:30][CH3:31])[CH:29]=1)[CH:25]=O>>[CH3:31][O:30][C:28]1[CH:27]=[C:24](/[CH:25]=[C:17](/[C:14]2[CH:13]=[CH:12][C:11]([O:10][CH2:9][CH2:8][CH2:7][CH2:6][CH2:5][CH2:4][CH2:3][CH2:2][OH:1])=[CH:16][CH:15]=2)\[C:18]#[N:19])[CH:23]=[C:22]([O:21][CH3:20])[CH:29]=1. Procedure: (2Z)-3-(3,5-dimethoxyphenyl)-2-{4-[(8-hydroxyoctyl)oxy]phenyl}prop-2-enenitrile is prepared starting from {4-[(8-hydroxyoctyl)oxy]phenyl}acetonitrile and the commercial 3,5-dimethoxybenzaldehyde according the same procedure following for example 1 in 68% yield. This material proves chromatographically homogenous and displays spectral characteristics consistent with its assigned structure. Reactants: Cl.C(C)N=C=NCCCN(C)C (1-ethyl-3-(3-dimethylaminopropyl)-carbodiimide hydrochloride), Cl.NCC(=O)N[C@H]1C[C@@H]2CC[C@H]3[C@@H]4CC[C@H](C(C)O)[C@]4(CC[C@@H]3[C@]2(CC1)C)C (3α-[(aminoacetyl)-amino]-5α-pregnane-20-ol hydrochloride), N[C@H]1C[C@@H]2CC[C@H]3[C@@H]4CC[C@H](C(C)O)[C@]4(CC[C@@H]3[C@]2(CC1)C)C (3α-amino-5α-pregnan-20-ol), C(=O)(OC(C)(C)C)N[C@@H](C)C(=O)O (BOC-L-Alanine), Cl.C(C)N=C=NCCCN(C)C (1-ethyl-3-(3-dimethylaminopropyl)-carbodiimide hydrochloride). The solvent is N1=CC=CC=C1 (pyridine), C(Cl)(Cl)Cl (chloroform). Run at time 50 minute. The product is CC(C)(OC(=O)NC(C(=O)N[C@H]1C[C@@H]2CC[C@H]3[C@@H]4CC[C@H]([C@H](C)O)[C@]4(CC[C@@H]3[C@]2(CC1)C)C)C)C (2-[1,1-dimethylethoxycarbonylamino]-N-[(20S)-5α-pregnan-20-ol-3α-yl]-propanamide). As a reaction SMILES: Cl.C(N=C=NCCCN(C)C)C.Cl.NCC(N[C@@H]1CC[C@@]2(C)[C@@H](CC[C@@H]3[C@@H]2CC[C@@]2(C)[C@H]3CC[C@@H]2C(O)C)C1)=O.[NH2:41][C@@H:42]1[CH2:61][CH2:60][C@@:59]2([CH3:62])[C@@H:44]([CH2:45][CH2:46][C@@H:47]3[C@@H:58]2[CH2:57][CH2:56][C@@:55]2([CH3:63])[C@H:48]3[CH2:49][CH2:50][C@@H:51]2[CH:52]([OH:54])[CH3:53])[CH2:43]1.[C:64]([NH:71][C@H:72]([C:74](O)=[O:75])[CH3:73])([O:66][C:67]([CH3:70])([CH3:69])[CH3:68])=[O:65]>N1C=CC=CC=1.C(Cl)(Cl)Cl>[CH3:69][C:67]([CH3:70])([O:66][C:64]([NH:71][CH:72]([CH3:73])[C:74]([NH:41][C@@H:42]1[CH2:61][CH2:60][C@@:59]2([CH3:62])[C@@H:44]([CH2:45][CH2:46][C@@H:47]3[C@@H:58]2[CH2:57][CH2:56][C@@:55]2([CH3:63])[C@H:48]3[CH2:49][CH2:50][C@@H:51]2[C@@H:52]([OH:54])[CH3:53])[CH2:43]1)=[O:75])=[O:65])[CH3:68] |f:0.1,2.3|. Procedure: 1.14 g of 1-ethyl-3-(3-dimethylaminopropyl)-carbodiimide hydrochloride were added with stirring under an inert atmosphere at 0° to 5° C. to a solution of 1.92 g of (20S) 3α-amino-5α-pregnan-20-ol, 2.27 g of tert.-butyloxycarbonyl-L-alaine (BOC-L-Alanine), 60 ml of chloroform and 12 ml of pyridine and the mixture was stirred for 75 minutes after which another 1.15 g of 1-ethyl-3-(3-dimethylaminopropyl)-carbodiimide hydrochloride was added thereto. The mixture was stirred at 0° to 5° C. for 50 min... Starting materials: C(C1=CC=CC=C1)OC1=CC=C(C=C1)S(=O)(=O)N1[C@H](CC2=CC=CC=C12)C(=O)O ((R)-1-(4-benzyloxy-benzenesulfonyl)-2,3-dihydro-1H-indole-2-carboxylic acid), O.C1(=CC=C(C=C1)S(=O)(=O)O)C (p-toluenesulfonic acid monohydrate). The solvent is CO (methanol). Reaction conditions: time 8 hour. Product: COC(=O)[C@@H]1N(C2=CC=CC=C2C1)S(=O)(=O)C1=CC=C(C=C1)OCC1=CC=CC=C1 ((R)-1-(4-benzyloxy-benzenesulfonyl)-2,3-dihydro-1H-indole-2-carboxylic acid methyl ester). The yield is 335.8%. RXN SMILES: [CH2:1]([O:8][C:9]1[CH:14]=[CH:13][C:12]([S:15]([N:18]2[C:26]3[C:21](=[CH:22][CH:23]=[CH:24][CH:25]=3)[CH2:20][C@@H:19]2[C:27]([OH:29])=[O:28])(=[O:17])=[O:16])=[CH:11][CH:10]=1)[C:2]1[CH:7]=[CH:6][CH:5]=[CH:4][CH:3]=1.O.[C:31]1(C)C=CC(S(O)(=O)=O)=CC=1>CO>[CH3:31][O:28][C:27]([C@H:19]1[CH2:20][C:21]2[C:26](=[CH:25][CH:24]=[CH:23][CH:22]=2)[N:18]1[S:15]([C:12]1[CH:11]=[CH:10][C:9]([O:8][CH2:1][C:2]2[CH:3]=[CH:4][CH:5]=[CH:6][CH:7]=2)=[CH:14][CH:13]=1)(=[O:16])=[O:17])=[O:29] |f:1.2|. Reported procedure: A solution of the title A compound, (R)-1-(4-benzyloxy-benzenesulfonyl)-2,3-dihydro-1H-indole-2-carboxylic acid (5.55 g, 13.6 mmol) and p-toluenesulfonic acid monohydrate (0.52 g, 2.7 mmol) in methanol (260 mL) is heated under nitrogen at reflux for 4 hours. The solution is allowed to stand overnight at room temperature which results in the formation of a crystalline solid. The crystals are collected by vacuum filtration and dried at high vacuum. A second crop of crystals is obtained from the mo...